The task is: describe an organic reaction: reactants, conditions, products, and yield. This data is from the Open Reaction Database (ORD), a public repository of structured organic reaction records. The reactants are COc1cccc(N(C)C)c1 (substrate), Cc1ccc([Mg]Br)cc1 (effective_coupling_partner). Reaction conditions: temperature 60 celsius, time 4 hour. The product is Cc2ccc(c1cccc(N(C)C)c1)cc2. The reagents and catalysts are C1-CDC. Reactants: COCCNCCOc1cccc2ncnc(Nc3ccc(OCc4ccccn4)c(Cl)c3)c12, O=C(O)CO. Product: COCCN(CCOc1cccc2ncnc(Nc3ccc(OCc4ccccn4)c(Cl)c3)c12)C(=O)CO. RXN SMILES: [Cl:6][c:7]1[cH:8][c:9]([NH:21][c:22]2[n:23][cH:24][n:25][c:26]3[cH:27][cH:28][cH:29][c:30]([O:32][CH2:33][CH2:34][NH:35][CH2:36][CH2:37][O:38][CH3:39])[c:31]23)[cH:10][cH:11][c:12]1[O:13][CH2:14][c:15]1[n:16][cH:17][cH:18][cH:19][cH:20]1.[OH:1][CH2:2][C:3]([OH:4])=[O:5]>>[OH:1][CH2:2][C:3](=[O:5])[N:35]([CH2:34][CH2:33][O:32][c:30]1[cH:29][cH:28][cH:27][c:26]2[n:25][cH:24][n:23][c:22]([NH:21][c:9]3[cH:8][c:7]([Cl:6])[c:12]([O:13][CH2:14][c:15]4[n:16][cH:17][cH:18][cH:19][cH:20]4)[cH:11][cH:10]3)[c:31]21)[CH2:36][CH2:37][O:38][CH3:39]. Reactants: CC(=O)O[BH-](OC(C)=O)OC(C)=O, O=C([O-])O, C1CCNCC1, CC(=O)O, [Na+], [Na+], O=Cc1ccc(O)cc1. Yields the product Oc1ccc(CN2CCCCC2)cc1. As a reaction SMILES: [C:16]([O:17][BH-:18]([O:19][C:20](=[O:21])[CH3:22])[O:23][C:24](=[O:25])[CH3:26])(=[O:27])[CH3:28].[C:30](=[O:31])([OH:32])[O-:33].[CH2:10]1[CH2:11][CH2:12][NH:13][CH2:14][CH2:15]1.[CH3:35][C:36](=[O:37])[OH:38].[Na+:29].[Na+:34].[OH:1][c:2]1[cH:3][cH:4][c:5]([CH:6]=[O:7])[cH:8][cH:9]1>>[OH:1][c:2]1[cH:3][cH:4][c:5]([CH2:6][N:13]2[CH2:12][CH2:11][CH2:10][CH2:15][CH2:14]2)[cH:8][cH:9]1.